Task: describe an organic reaction: reactants, conditions, products, and yield. Dataset: the Open Reaction Database (ORD), a public repository of structured organic reaction records Starting materials: CCOC(=O)C(Cl)(Cl)CCCCCCCCCCCCSc1ccc(NC(=O)c2ccc(Cl)cc2)cc1, CCO, Cl, [K+], [OH-], O. Yields the product O=C(Nc1ccc(SCCCCCCCCCCCCC(Cl)(Cl)C(=O)O)cc1)c1ccc(Cl)cc1. RXN SMILES: [CH2:1]([CH3:2])[O:3][C:4]([C:5]([CH2:6][CH2:7][CH2:8][CH2:9][CH2:10][CH2:11][CH2:12][CH2:13][CH2:14][CH2:15][CH2:16][CH2:17][S:18][c:19]1[cH:20][cH:21][c:22]([NH:25][C:26](=[O:27])[c:28]2[cH:29][cH:30][c:31]([Cl:34])[cH:32][cH:33]2)[cH:23][cH:24]1)([Cl:35])[Cl:36])=[O:37].[CH3:40][CH2:41][OH:42].[ClH:43].[K+:39].[OH-:38].[OH2:44]>>[O:3]=[C:4]([C:5]([CH2:6][CH2:7][CH2:8][CH2:9][CH2:10][CH2:11][CH2:12][CH2:13][CH2:14][CH2:15][CH2:16][CH2:17][S:18][c:19]1[cH:20][cH:21][c:22]([NH:25][C:26](=[O:27])[c:28]2[cH:29][cH:30][c:31]([Cl:34])[cH:32][cH:33]2)[cH:23][cH:24]1)([Cl:35])[Cl:36])[OH:37]. Reactants: C(C)OC(=O)[C@H]1NC[C@@H]([C@H](C1)C1=CC=C(C=C1)OC)O ((2S,4R,5R)-5-hydroxy-4-(4-methoxy-phenyl)-piperidine-2-carboxylic acid ethyl ester), C(C)(=O)OCC (ethyl acetate), C(C)(=O)OCC (ethyl acetate). Run in C([O-])([O-])=O.[Na+].[Na+] (sodium carbonate), ClC(=O)OCC1=CC=CC=C1 (benzyl chlorformate). Run at temperature 0 celsius, time 1 hour. Yields the product CCOC(=O)[C@H]1N(C[C@@H]([C@H](C1)C1=CC=C(C=C1)OC)O)C(=O)OCC1=CC=CC=C1 ((2S,4R,5R)-5-hydroxy-4-(4-methoxy-phenyl)-piperidine-1,2-dicarboxylic acid 1-benzyl ester 2-ethyl ester). Reaction SMILES: [CH2:1]([O:3][C:4]([C@@H:6]1[CH2:11][C@H:10]([C:12]2[CH:17]=[CH:16][C:15]([O:18][CH3:19])=[CH:14][CH:13]=2)[C@@H:9]([OH:20])[CH2:8][NH:7]1)=[O:5])[CH3:2].[C:21]([O:24][CH2:25][CH3:26])(=[O:23])C>C(=O)([O-])[O-].[Na+].[Na+].ClC(OCC1C=CC=CC=1)=O>[CH3:2][CH2:1][O:3][C:4]([C@@H:6]1[CH2:11][C@H:10]([C:12]2[CH:13]=[CH:14][C:15]([O:18][CH3:19])=[CH:16][CH:17]=2)[C@@H:9]([OH:20])[CH2:8][N:7]1[C:21]([O:24][CH2:25][C:26]1[CH:6]=[CH:11][CH:10]=[CH:9][CH:8]=1)=[O:23])=[O:5] |f:2.3.4|. Procedure details: A mixture of 1.2 g (2S,4R,5R)-5-hydroxy-4-(4-methoxy-phenyl)-piperidine-2-carboxylic acid ethyl ester in 40 ml of ethyl acetate, 20 ml of saturated aqueous sodium carbonate solution and 0.42 ml of benzyl chlorformate is stirred for 1 hour at 0° C., diluted with ethyl acetate and the organic phase is dried over sodium sulfate. The organic phase is concentrated under reduced pressure and the residue is purified by flash chromatography (SiO2 60 F) to afford the title compound as a yellow oil. Rf=0.... Reactants: O=C(C=1C=CC=CC1C(F)(F)F)N(C(C)C)C(C)C. The reagents and catalysts are O1B(OC(C)(C)C1(C)C)B2OC(C)(C)C(O2)(C)C, O=C1C=CC=2C=CC=C(C3=CN=C(C=C3)C=4N=CC=CC4)C2N1, [K].OC(C)(C)C, C[OH2+].C[OH2+].C1CC=CCCC=C1.C1CC=CCCC=C1.[Ir].[Ir]. Run in O1CCCC1. Run at temperature 80 celsius, time 12 hour. Product: O=C(C1=CC(=CC=C1C(F)(F)F)B2OC(C)(C)C(O2)(C)C)N(C(C)C)C(C)C. Yield: 89.0%. Reported procedure: In an argon filled glove box, a 5.0 mL wheaton microreactor was charged with [Ir(cod)(OMe)]2 (1.98 mg, 1.5 mol%), L1 ligand (2.1 mg, 3.5 mol%), B2pin2 (50.8 mg, 1.0 equiv.), KOtBu (1.0 mg, 4.5 mol%) and dry THF (1.0 mL). The reaction mixture was stirred for 2 minutes at room temperature. To this mixture, N,N-diisopropyl-2-(trifluoromethyl)benzamide (54.7 mg, 0.2 mmol) was added. The microreactor was capped with a teflon pressure cap and placed into pre-heated aluminum block at 80 oC. The reactio... Starting materials: CC(CN1CCOCC1)(C)C1=CC(=NO1)NC(OC1=CC=CC=C1)=O (phenyl 5-(2-methyl-1-morpholinopropan-2-yl)isoxazol-3-ylcarbamate), C(C)(C)N(C(C)C)CC (N,N-diisopropylethylamine), COC=1C=C2C(=NC=NC2=CC1OC)OC=1C=C(N)C=CC1 (3-(6,7-dimethoxyquinazolin-4-yloxy)aniline). Solvent: C1CCOC1 (THF). Procedure details: A stirred solution of phenyl 5-(2-methyl-1-morpholinopropan-2-yl)isoxazol-3-ylcarbamate (22 mg), N,N-diisopropylethylamine (12 mg, 0.093 mmol) and 3-(6,7-dimethoxyquinazolin-4-yloxy)aniline (prepared as described in Example 113A) (15 mg, 0.051 mmol) in THF (0.5 mL) was heated at 60° C. for 15 h. The reaction mixture was cooled to rt and partitioned between saturated aqueous sodium carbonate and dichloromethane. The organic layer was separated and concentrated under reduced pressure to give the c... Isolated yield 29.3%. The product is CC(CN1CCOCC1)(C)C1=CC(=NO1)NC(N)=O (3-(5-(2-methyl-1-morpholinopropan-2-yl)isoxazol-3-yl)urea). Reaction SMILES: [CH3:1][C:2]([C:11]1[O:15][N:14]=[C:13]([NH:16][C:17](=[O:25])OC2C=CC=CC=2)[CH:12]=1)([CH3:10])[CH2:3][N:4]1[CH2:9][CH2:8][O:7][CH2:6][CH2:5]1.C([N:29](CC)C(C)C)(C)C.COC1C=C2C(=CC=1OC)N=CN=C2OC1C=C(C=CC=1)N>C1COCC1>[CH3:1][C:2]([C:11]1[O:15][N:14]=[C:13]([NH:16][C:17](=[O:25])[NH2:29])[CH:12]=1)([CH3:10])[CH2:3][N:4]1[CH2:9][CH2:8][O:7][CH2:6][CH2:5]1. Yields the product CN(C(CC(=O)C)=O)C1=CC=C(C=C1)C=1OCCN1 (N-Methyl-N-[4-(2-oxazolin-2-yl)phenyl]acetoacetamide). Reported procedure: This compound was prepared by treating 4-aminobenzonitrile with a slight excess, on a molar equivalents basis, of methyl iodide in tetrahydrofuran solvent for 4 hrs at room temperature. Removal of the THF and other volatiles, followed by recrystallization, gave a 76% yield of 4-(N-methyl)aminobenzonitrile, mp 85-87° C. Using Example 1 procedure, the aforesaid substituted nitrile was treated with ethanolamine to obtain a 70% yield of 2-[4-(N-methyl) aminophenyl]oxazoline, mp 145-147° C. Following... As a reaction SMILES: [CH3:1][NH:2][C:3]1[CH:8]=[CH:7][C:6]([C:9]2[O:10][CH2:11][CH2:12][N:13]=2)=[CH:5][CH:4]=1.[C:14](NC1C=CC=CC=1)(=[O:19])[CH2:15][C:16]([CH3:18])=[O:17]>>[CH3:1][N:2]([C:3]1[CH:4]=[CH:5][C:6]([C:9]2[O:10][CH2:11][CH2:12][N:13]=2)=[CH:7][CH:8]=1)[C:14](=[O:19])[CH2:15][C:16]([CH3:18])=[O:17]. The reactants are CNC1=CC=C(C=C1)C=1OCCN1 (2-[4-(N-methyl) aminophenyl]oxazoline), C(CC(=O)C)(=O)NC1=CC=CC=C1 (acetoacetanilide).